From a dataset of the Open Reaction Database (ORD), a public repository of structured organic reaction records. describe an organic reaction: reactants, conditions, products, and yield Reactants: CCO, SCCCNCc1ccc(Cl)nc1, CSC(=C[N+](=O)[O-])SC. Yields the product O=[N+]([O-])C=C1SCCCN1Cc1ccc(Cl)nc1. RXN SMILES: [CH3:23][CH2:24][OH:25].[Cl:1][c:2]1[n:3][cH:4][c:5]([CH2:8][NH:9][CH2:10][CH2:11][CH2:12][SH:13])[cH:6][cH:7]1.[N+:14](=[O:15])([O-:16])[CH:17]=[C:18]([S:19][CH3:20])[S:21][CH3:22]>>[Cl:1][c:2]1[n:3][cH:4][c:5]([CH2:8][N:9]2[CH2:10][CH2:11][CH2:12][S:13][C:18]2=[CH:17][N+:14](=[O:15])[O-:16])[cH:6][cH:7]1. Reactants: CC(C)([O-])C.[K+] (potassium-t-butoxide), FC=1C=C(C=CC1OC(F)(F)F)C1CCC(CC1)=O (4-(3-fluoro-4-trifluoromethoxyphenyl)cyclohexanone). Solvent: O (Water). Reaction conditions: time 1 hour. Yields the product FC=1C=C(C=CC1OC(F)(F)F)C1CCC(CC1)C=O (4(3-fluoro-4-trifluoromethoxyphenyl)cyclohexanecarboaldehyde). The yield is 57.6%. Reaction SMILES: C[C:2](C)([O-:4])C.[K+].[F:7][C:8]1[CH:9]=[C:10]([CH:19]2[CH2:24][CH2:23][C:22](=O)[CH2:21][CH2:20]2)[CH:11]=[CH:12][C:13]=1[O:14][C:15]([F:18])([F:17])[F:16]>O>[F:7][C:8]1[CH:9]=[C:10]([CH:19]2[CH2:24][CH2:23][CH:22]([CH:2]=[O:4])[CH2:21][CH2:20]2)[CH:11]=[CH:12][C:13]=1[O:14][C:15]([F:18])([F:17])[F:16] |f:0.1|. Reported procedure: To dried MTP 10.0 g (29.2 mmol), THF 100 ml was added, and potassium-t-butoxide 3.30 g (29.4 mmol) was added. The mixture was stirred for about one hour. To the reactant, a Th solution (50 ml) of the above 4-(3-fluoro-4-trifluoromethoxyphenyl)cyclohexanone 6.0 g (23.1 mmol) was added dropwise, and the mixture was stirred for 2 hours. Water 150 ml was added to the reactant, the product was extracted with diethylether. The extract was washed with a sodium chloride aqueous solution, dried over anhy... Reactants: BrC1=C(C=CC=C1C)C(C)C (1-bromo-2-isopropyl-6-methylbenzene), [Mg] (magnesium), solution, CN(C=O)C (Dimethylformamide). The solvent is C(C)OCC (diethyl ether). Conditions: time 8 hour. Product: C(C)(C)C1=C(C=O)C(=CC=C1)C (2-isopropyl-6-methylbenzaldehyd). The yield is 33.0%. Reaction SMILES: Br[C:2]1[C:7]([CH3:8])=[CH:6][CH:5]=[CH:4][C:3]=1[CH:9]([CH3:11])[CH3:10].[Mg].CN(C)[CH:15]=[O:16]>C(OCC)C>[CH:9]([C:3]1[CH:4]=[CH:5][CH:6]=[C:7]([CH3:8])[C:2]=1[CH:15]=[O:16])([CH3:11])[CH3:10]. Reported procedure: To a solution of 1-bromo-2-isopropyl-6-methylbenzene (6.9 g, 32.4 mmol) in diethyl ether (50 ml) was added magnesium turnings (0.9 g, 37 mmol) and the mixture was refluxed in nitrogen atmosphere until the reaction was started and was then stirred overnight at room temperature. Dimethylformamide (4 ml) was added dropwise during 10 min. and the mixture was stirred for 30 min. Saturated ammmoniumchloride solution (30 ml) was added and the mixture was stirred for 1 h. The organic layer was separated... The reactants are O1C=C(C=C1)CCCNCCCCCCC1=CC=CC=C1 (N-[3-(3-furyl)propyl]-6-phenylhexylamine), C(=O)(OC(C)(C)C)OC(=O)OC(C)(C)C (di-tert-butyl dicarbonate). Run in ClCCl (dichloromethane). Reaction conditions: time 2 hour. The product is C(C)(C)(C)OC(=O)N(CCCC1=COC=C1)CCCCCCC1=CC=CC=C1 (N-(tert-butoxycarbonyl)-N-[3-(3-furyl)propyl]-6-phenylhexylamine), C(=O)(OC(C)(C)C)OC(=O)OC(C)(C)C (di-tert-butyl dicarbonate). Reaction SMILES: [O:1]1[CH:5]=[CH:4][C:3]([CH2:6][CH2:7][CH2:8][NH:9][CH2:10][CH2:11][CH2:12][CH2:13][CH2:14][CH2:15][C:16]2[CH:21]=[CH:20][CH:19]=[CH:18][CH:17]=2)=[CH:2]1.[C:22]([O:29][C:30]([O:32][C:33]([CH3:36])([CH3:35])[CH3:34])=[O:31])([O:24][C:25]([CH3:28])([CH3:27])[CH3:26])=[O:23]>ClCCl>[C:25]([O:24][C:22]([N:9]([CH2:10][CH2:11][CH2:12][CH2:13][CH2:14][CH2:15][C:16]1[CH:17]=[CH:18][CH:19]=[CH:20][CH:21]=1)[CH2:8][CH2:7][CH2:6][C:3]1[CH:4]=[CH:5][O:1][CH:2]=1)=[O:23])([CH3:28])([CH3:27])[CH3:26].[C:30]([O:29][C:22]([O:24][C:25]([CH3:28])([CH3:27])[CH3:26])=[O:23])([O:32][C:33]([CH3:35])([CH3:36])[CH3:34])=[O:31]. Reported procedure: To a solution of the above crude N-[3-(3-furyl)propyl]-6-phenylhexylamine in 100 ml of dichloromethane, 2.49 g (11.4 mmol) of di-tert-butyl dicarbonate was added, followed by stirring at room temperature for 2 hours. The solvent was distilled off under reduced pressure. The resulting crude product was purified by silica gel column chromatography (hexane/ethyl acetate=9/1) to yield N-(tert-butoxycarbonyl)-N-[3-(3-furyl)propyl]-6-phenylhexylamine as a mixture with di-tert-butyl dicarbonate.